This data is from the Open Reaction Database (ORD), a public repository of structured organic reaction records. The task is: describe an organic reaction: reactants, conditions, products, and yield The reactants are c1ccc(CN2CCC3(CCNc4ccccc43)CC2)cc1, CC(=O)Cl, ClCCl, [Na+], O=C([O-])O. The product is CC(=O)N1CCC2(CCN(Cc3ccccc3)CC2)c2ccccc21. RXN SMILES: [CH2:1]([c:2]1[cH:3][cH:4][cH:5][cH:6][cH:7]1)[N:8]1[CH2:9][CH2:10][C:11]2([CH2:12][CH2:13]1)[CH2:14][CH2:15][NH:16][c:17]1[cH:18][cH:19][cH:20][cH:21][c:22]12.[CH3:28][C:29]([Cl:30])=[O:31].[Cl:32][CH2:33][Cl:34].[Na+:27].[O-:23][C:24]([OH:25])=[O:26]>>[CH2:1]([c:2]1[cH:3][cH:4][cH:5][cH:6][cH:7]1)[N:8]1[CH2:9][CH2:10][C:11]2([CH2:12][CH2:13]1)[CH2:14][CH2:15][N:16]([C:29]([CH3:28])=[O:31])[c:17]1[cH:18][cH:19][cH:20][cH:21][c:22]12. Reactants: CCOC(=O)CC(=O)OCC, Cc1cc(CBr)ccc1[N+](=O)[O-], CC[O-], [Na+]. The product is CCOC(=O)C(Cc1ccc([N+](=O)[O-])c(C)c1)C(=O)OCC. As a reaction SMILES: [C:1]([CH2:2][C:3](=[O:4])[O:5][CH2:6][CH3:7])(=[O:8])[O:9][CH2:10][CH3:11].[CH3:12][c:13]1[cH:14][c:15]([CH2:16][Br:17])[cH:18][cH:19][c:20]1[N+:21](=[O:22])[O-:23].[CH3:25][CH2:26][O-:27].[Na+:24]>>[C:1]([CH:2]([C:3](=[O:4])[O:5][CH2:6][CH3:7])[CH2:16][c:15]1[cH:14][c:13]([CH3:12])[c:20]([N+:21](=[O:22])[O-:23])[cH:19][cH:18]1)(=[O:8])[O:9][CH2:10][CH3:11]. Reactants: COC(=O)[C@H]1CN([C@@H]2CC=3C4=C(C2=C1)C=CC=C4NC3)C#N ((6aR,9R)-7-Cyano-4,6,6a,7,8,9-hexahydro-indolo[4,3-fg]quinoline-9-carboxylic acid methyl ester), O (water). The reagents and catalysts are [Zn] (zinc). Run in C(C)(=O)O (acetic acid), CO.C(Cl)Cl (methanol DCM). The product is COC(=O)[C@H]1CN[C@@H]2CC=3C4=C(C2=C1)C=CC=C4NC3 ((6aR,9R)-4,6,6a,7,8,9-Hexahydro-indolo[4,3-fg]quinoline-9-carboxylic acid methyl ester). RXN SMILES: [CH3:1][O:2][C:3]([C@@H:5]1[CH:14]=[C:13]2[C@@H:8]([CH2:9][C:10]3[C:11]4[C:18]([NH:19][CH:20]=3)=[CH:17][CH:16]=[CH:15][C:12]=42)[N:7](C#N)[CH2:6]1)=[O:4].O>C(O)(=O)C.CO.C(Cl)Cl.[Zn]>[CH3:1][O:2][C:3]([C@@H:5]1[CH:14]=[C:13]2[C@@H:8]([CH2:9][C:10]3[C:11]4[C:18]([NH:19][CH:20]=3)=[CH:17][CH:16]=[CH:15][C:12]=42)[NH:7][CH2:6]1)=[O:4] |f:3.4|. Procedure details: To a 100 ml round-bottom flask containing a solution of (6aR,9R)-7-Cyano-4,6,6a,7,8,9-hexahydro-indolo[4,3-fg]quinoline-9-carboxylic acid methyl ester (1.57 g, 5.35 mmol) in acetic acid (20 ml) is added water (4 ml) and zinc (1.5 g). The reaction mixture is refluxed at 100° C. for 3 hours by which time TLC in 20% methanol/DCM showed conversion of starting material to give product as a mixture of diastereomers. The reaction mixture is filtered to remove the zinc and the filter paper is washed tho... Reactants: C(C1=CC=CC=C1)P(OCC)(OCC)=O (diethyl benzylphosphonate), C1(=CC=CC=C1)S(=O)(=O)C(CCCN1CC(CCC1)=O)(C)C (1-(4-benzenesulfonyl-4-methylpentyl)-3-piperidinone), [H-].[Na+] (sodium hydride). Solvent: CN1C(N(CC1)C)=O (1,3-dimethylimidazolidin-2-one), CN1C(N(CC1)C)=O (1,3-dimethylimidazolidin-2-one). Conditions: time 30 minute. Yields the product C1(=CC=CC=C1)S(=O)(=O)C(CCCN1C\C(\CCC1)=C/C1=CC=CC=C1)(C)C (1-(4-Benzenesulfonyl-4-methylpentyl)-(3Z)-3-benzylidenepiperidine). As a reaction SMILES: [CH2:1](P(=O)(OCC)OCC)[C:2]1[CH:7]=[CH:6][CH:5]=[CH:4][CH:3]=1.[C:16]1([S:22]([C:25]([CH3:37])([CH3:36])[CH2:26][CH2:27][CH2:28][N:29]2[CH2:34][CH2:33][CH2:32][C:31](=O)[CH2:30]2)(=[O:24])=[O:23])[CH:21]=[CH:20][CH:19]=[CH:18][CH:17]=1.[H-].[Na+]>CN1CCN(C)C1=O>[C:16]1([S:22]([C:25]([CH3:37])([CH3:36])[CH2:26][CH2:27][CH2:28][N:29]2[CH2:30][CH2:31][CH2:32]/[C:33](=[CH:1]/[C:2]3[CH:3]=[CH:4][CH:5]=[CH:6][CH:7]=3)/[CH2:34]2)(=[O:24])=[O:23])[CH:17]=[CH:18][CH:19]=[CH:20][CH:21]=1 |f:2.3|. Procedure details: A solution of diethyl benzylphosphonate (0.53 ml, 2.54 mmol) and 1-(4-benzenesulfonyl-4-methylpentyl)-3-piperidinone (0.7 g, 2.17 mmol) in 1,3-dimethylimidazolidin-2-one (5 ml) was added dropwise to a stirred slurry of sodium hydride (60% dispersion in mineral oil, 117 mg, 2.93 mmol) in 1,3-dimethylimidazolidin-2-one (3 ml). The reaction was stirred for 30 minutes then quenched by the addition of water. The mixture was extracted with dichloromethane. The combined organic layers were dried (MgSO4... The reactants are OC(C#N)CCCCCCCCCCCCC (2-Hydroxypentadecanenitrile), O (water). The solvent is Cl (hydrochloric acid). Run at time 24 hour. The product is OC(C(=O)N)CCCCCCCCCCCCC (2-hydroxypentadecanamide). Reaction SMILES: [OH:1][CH:2]([CH2:5][CH2:6][CH2:7][CH2:8][CH2:9][CH2:10][CH2:11][CH2:12][CH2:13][CH2:14][CH2:15][CH2:16][CH3:17])[C:3]#[N:4].[OH2:18]>Cl>[OH:1][CH:2]([CH2:5][CH2:6][CH2:7][CH2:8][CH2:9][CH2:10][CH2:11][CH2:12][CH2:13][CH2:14][CH2:15][CH2:16][CH3:17])[C:3]([NH2:4])=[O:18]. Procedure details: 2-Hydroxypentadecanenitrile (1.0 g) was suspended in concentrated hydrochloric acid (15 ml), and this suspension was vigorously stirred at room temperature for 24 hours. Then, this mixture was diluted with water (45 ml). The insoluble powder was collected by filtration, washed with water (10 ml×3), and dried to give 2-hydroxypentadecanamide (1.06 g). Starting materials: ClC(Cl)Cl, CCCOc1cnc(CO)cc1O, O=S(Cl)Cl. Product: CCCOc1cnc(CCl)cc1O. RXN SMILES: [CH:18]([Cl:19])([Cl:20])[Cl:21].[OH:1][CH2:2][c:3]1[n:4][cH:5][c:6]([O:10][CH2:11][CH2:12][CH3:13])[c:7]([OH:9])[cH:8]1.[S:14]([Cl:15])([Cl:16])=[O:17]>>[CH2:2]([c:3]1[n:4][cH:5][c:6]([O:10][CH2:11][CH2:12][CH3:13])[c:7]([OH:9])[cH:8]1)[Cl:16]. The reactants are C1(=CC=CC=C1)C=1N=NNN1 (5-phenyl-2H-tetrazole), C(=S)(Cl)Cl (thiophosgene). The solvent is C(OC)COC (dimethoxyethane). Yields the product ClC=1SC(=NN1)C1=CC=CC=C1 (2-Chloro-5-phenyl-1,3,4-thiadiazole). The yield is 41.2%. RXN SMILES: [C:1]1([C:7]2N=N[NH:10][N:11]=2)[CH:6]=[CH:5][CH:4]=[CH:3][CH:2]=1.[C:12](Cl)([Cl:14])=[S:13]>C(COC)OC>[Cl:14][C:12]1[S:13][C:7]([C:1]2[CH:6]=[CH:5][CH:4]=[CH:3][CH:2]=2)=[N:11][N:10]=1. Procedure: A stirred mixture of 74.4 g (0.50 mole) of 5-phenyl-2H-tetrazole and 74.0 g (0.65 mole) of thiophosgene in 550 ml of dimethoxyethane was allowed to reflux overnight. The reaction mixture was cooled and filtered. The filtrate was taken to dryness at reduced pressure and the resulting residue leached with two 220-ml portions of hexane. Upon cooling and concentration of the combined hexane portions 40.5 g of the desired product was obtained: mp 82°-84° (lit. 86°-88°). The reactants are CC(C)(C)OC(=O)N(CCO)CC(O)(CCO[Si](C)(C)C(C)(C)C)c1ccccc1, Cc1ccccc1, CCOC(=O)N=NC(=O)OCC, c1ccc(P(c2ccccc2)c2ccccc2)cc1. The product is CC(C)(C)OC(=O)N1CCOC(CCO[Si](C)(C)C(C)(C)C)(c2ccccc2)C1. Reaction SMILES: [C:1]([CH3:2])([CH3:3])([CH3:4])[Si:5]([O:6][CH2:7][CH2:8][C:9]([CH2:10][N:11]([C:12]([O:13][C:14]([CH3:15])([CH3:16])[CH3:17])=[O:18])[CH2:19][CH2:20][OH:21])([c:22]1[cH:23][cH:24][cH:25][cH:26][cH:27]1)[OH:28])([CH3:29])[CH3:30].[CH3:62][c:63]1[cH:64][cH:65][cH:66][cH:67][cH:68]1.[O:50]=[C:51]([O:52][CH2:53][CH3:54])[N:55]=[N:56][C:57]([O:58][CH2:59][CH3:60])=[O:61].[c:31]1([P:32]([c:33]2[cH:34][cH:35][cH:36][cH:37][cH:38]2)[c:39]2[cH:40][cH:41][cH:42][cH:43][cH:44]2)[cH:45][cH:46][cH:47][cH:48][cH:49]1>>[C:1]([CH3:2])([CH3:3])([CH3:4])[Si:5]([O:6][CH2:7][CH2:8][C:9]1([c:22]2[cH:23][cH:24][cH:25][cH:26][cH:27]2)[CH2:10][N:11]([C:12]([O:13][C:14]([CH3:15])([CH3:16])[CH3:17])=[O:18])[CH2:19][CH2:20][O:21]1)([CH3:29])[CH3:30]. Reactants: CCC1CC1(NC(=O)C1CC(Oc2nccc3cc(OC)ccc23)CN1C(=O)OC(C)(C)C)C(=O)O, COC(=O)C1(OS(N)(=O)=O)CC1, NS(=O)(=O)O. Product: CCC1CC1(NC(=O)C1CC(Oc2nccc3cc(OC)ccc23)CN1C(=O)OC(C)(C)C)C(=O)NS(=O)(=O)OC1(C(=O)OC)CC1. Reaction SMILES: [C:1]([CH3:2])([CH3:3])([CH3:4])[O:5][C:6](=[O:7])[N:8]1[CH:9]([C:26]([NH:27][C:28]2([C:33](=[O:34])[OH:35])[CH:29]([CH2:31][CH3:32])[CH2:30]2)=[O:36])[CH2:10][CH:11]([O:13][c:14]2[n:15][cH:16][cH:17][c:18]3[cH:19][c:20]([O:24][CH3:25])[cH:21][cH:22][c:23]23)[CH2:12]1.[CH3:37][O:38][C:39](=[O:40])[C:41]1([O:44][S:45]([NH2:46])(=[O:47])=[O:48])[CH2:42][CH2:43]1.[S:49](=[O:50])(=[O:51])([OH:52])[NH2:53]>>[C:1]([CH3:2])([CH3:3])([CH3:4])[O:5][C:6](=[O:7])[N:8]1[CH:9]([C:26]([NH:27][C:28]2([C:33](=[O:34])[NH:46][S:45]([O:44][C:41]3([C:39]([O:38][CH3:37])=[O:40])[CH2:42][CH2:43]3)(=[O:47])=[O:48])[CH:29]([CH2:31][CH3:32])[CH2:30]2)=[O:36])[CH2:10][CH:11]([O:13][c:14]2[n:15][cH:16][cH:17][c:18]3[cH:19][c:20]([O:24][CH3:25])[cH:21][cH:22][c:23]23)[CH2:12]1. Reactants: F[B-](F)(F)F, O=C(Cl)c1ccccc1, C1CCOC1, CC#N, [O-][N+]12CCN(CC1)CC2, C1CN2CCN1CC2, [Na+], OO. The product is F[B-](F)(F)F, O=C(c1ccccc1)[N+]12CCN(CC1)CC2. As a reaction SMILES: [B-:29]([F:30])([F:31])([F:32])[F:33].[C:20]([c:21]1[cH:22][cH:23][cH:24][cH:25][cH:26]1)(=[O:27])[Cl:28].[CH2:35]1[O:36][CH2:37][CH2:38][CH2:39]1.[CH3:40][C:41]#[N:42].[N:11]12[CH2:12][CH2:13][N+:14]([O-:15])([CH2:16][CH2:17]1)[CH2:18][CH2:19]2.[N:1]12[CH2:2][CH2:3][N:4]([CH2:5][CH2:6]1)[CH2:7][CH2:8]2.[Na+:34].[OH:9][OH:10]>>[B-:29]([F:30])([F:31])([F:32])[F:33].[N+:1]12([C:20]([c:21]3[cH:22][cH:23][cH:24][cH:25][cH:26]3)=[O:27])[CH2:2][CH2:3][N:4]([CH2:5][CH2:6]1)[CH2:7][CH2:8]2.